Dataset: the Open Reaction Database (ORD), a public repository of structured organic reaction records. Task: describe an organic reaction: reactants, conditions, products, and yield Reactants: O[C@H](/C=C/[C@@H]1[C@H]2CC(O[C@H]2C[C@H]1OC(C1=CC=CC=C1)=O)=O)C(CCCC)C ((1S,5R,6R,7R)-6-[(E)-(3S,4RS)-3-hydroxy-4-methyl-1-octenyl]-7-benzoyloxy-2-oxabicyclo[3.3.0]octan-3-one), C(C1=CC=CC=C1)(=O)Cl (benzoyl chloride), dibenzoate. The solvent is N1=CC=CC=C1 (pyridine). The product is C(C1=CC=CC=C1)(=O)O[C@H](/C=C/[C@@H]1[C@H]2CC(O[C@H]2C[C@H]1OC(C1=CC=CC=C1)=O)=O)C(CCCC)C ((1S,5R,6R,7R)-6-[(E)-(3S,4RS)-3-Benzoyloxy-4-methyl-1-octenyl]-7-benzoyloxy-2-oxabicyclo[3.3.0]octan-3-one). RXN SMILES: [OH:1][C@@H:2]([CH:23]([CH3:28])[CH2:24][CH2:25][CH2:26][CH3:27])/[CH:3]=[CH:4]/[C@H:5]1[C@H:12]([O:13][C:14](=[O:21])[C:15]2[CH:20]=[CH:19][CH:18]=[CH:17][CH:16]=2)[CH2:11][C@H:10]2[C@@H:6]1[CH2:7][C:8](=[O:22])[O:9]2.[C:29](Cl)(=[O:36])[C:30]1[CH:35]=[CH:34][CH:33]=[CH:32][CH:31]=1>N1C=CC=CC=1>[C:29]([O:1][C@@H:2]([CH:23]([CH3:28])[CH2:24][CH2:25][CH2:26][CH3:27])/[CH:3]=[CH:4]/[C@H:5]1[C@H:12]([O:13][C:14](=[O:21])[C:15]2[CH:16]=[CH:17][CH:18]=[CH:19][CH:20]=2)[CH2:11][C@H:10]2[C@@H:6]1[CH2:7][C:8](=[O:22])[O:9]2)(=[O:36])[C:30]1[CH:35]=[CH:34][CH:33]=[CH:32][CH:31]=1. Procedure: In analogy to Example 1(a), 1.7 g of (1S,5R,6R,7R)-6-[(E)-(3S,4RS)-3-hydroxy-4-methyl-1-octenyl]-7-benzoyloxy-2-oxabicyclo[3.3.0]octan-3-one, 8 ml of pyridine, and 1 ml of benzoyl chloride yield 2.06 g of the dibenzoate as a colorless oil.